This data is from the Open Reaction Database (ORD), a public repository of structured organic reaction records. The task is: describe an organic reaction: reactants, conditions, products, and yield The reactants are Cl.CN(CC=CC(=O)O)C (4-(dimethylamino)but-2-enoic acid hydrochloride), C(C(=O)Cl)(=O)Cl (oxalyl chloride), N#N (N2), NC1=C2N(C(N(C2=NC=N1)C1=CC(=CC=C1)N)=O)C1=CC=C(C=C1)OC1=CC=CC=C1 (6-amino-9-(3-aminophenyl)-7-(4-phenoxyphenyl)-7H-purin-8(9H)-one). The reagents and catalysts are CN(C)C=O (DMF), TEA. Solvent: CC#N (CH3CN), C(Cl)Cl (DCM). Reaction conditions: time 1 hour. Product: NC1=C2N(C(N(C2=NC=N1)C=1C=C(C=CC1)NC(\C=C\CN(C)C)=O)=O)C1=CC=C(C=C1)OC1=CC=CC=C1 ((E)-N-(3-(6-amino-8-oxo-7-(4-phenoxyphenyl)-7H-purin-9(8H)-yl)phenyl)-4-(dimethylamino)but-2-enamide). Yield: 48.7%. Reaction SMILES: Cl.[CH3:2][N:3]([CH3:10])[CH2:4][CH:5]=[CH:6][C:7](O)=[O:8].C(Cl)(=O)C(Cl)=O.N#N.[NH2:19][C:20]1[N:28]=[CH:27][N:26]=[C:25]2[C:21]=1[N:22]([C:37]1[CH:42]=[CH:41][C:40]([O:43][C:44]3[CH:49]=[CH:48][CH:47]=[CH:46][CH:45]=3)=[CH:39][CH:38]=1)[C:23](=[O:36])[N:24]2[C:29]1[CH:34]=[CH:33][CH:32]=[C:31]([NH2:35])[CH:30]=1>CN(C=O)C.CC#N.C(Cl)Cl>[NH2:19][C:20]1[N:28]=[CH:27][N:26]=[C:25]2[C:21]=1[N:22]([C:37]1[CH:42]=[CH:41][C:40]([O:43][C:44]3[CH:45]=[CH:46][CH:47]=[CH:48][CH:49]=3)=[CH:39][CH:38]=1)[C:23](=[O:36])[N:24]2[C:29]1[CH:30]=[C:31]([NH:35][C:7](=[O:8])/[CH:6]=[CH:5]/[CH2:4][N:3]([CH3:10])[CH3:2])[CH:32]=[CH:33][CH:34]=1 |f:0.1|. Reported procedure: To a mixture of 4-(dimethylamino)but-2-enoic acid hydrochloride (81 mg, 0.49 mmol) and 1 drop of DMF in 3 mL dry CH3CN was added 0.5 mL oxalyl chloride dropwise under N2. The reaction mixture was stirred at rt for 1 hr, then concentrated to dryness in vacuo. The resulting solid was dissolved in 2 mL dry DCM and was transferred to a stirred solution of 6-amino-9-(3-aminophenyl)-7-(4-phenoxyphenyl)-7H-purin-8(9H)-one (7) (100 mg, 0.24 mmol) and one drop of TEA in 3 mL dry DCM in an ice-water bath.... Reactants: [H-].[Na+] (sodium hydride), N1=CC=C(C=C1)SCCCCN1C(NC(C1=O)(C)C)=O (3-[4-(4-pyridylthio)butyl]-5,5-dimethylhydantoin), O (water), ClCCCCSC1=CC=NC=C1 (4-(4-chlorobutylthio)pyridine). The solvent is CN(C=O)C (dimethylformamide). Conditions: time 10 minute. Product: N1=CC=C(C=C1)SCCCCN1C(=O)N(C(=O)C1(C)C)CCCCSC1=CC=NC=C1 (1,3-bis[4-(4-pyridylthio)butyl]-5,5-dimethylhydantoin). Yield: 80.7%. RXN SMILES: [H-].[Na+].[N:3]1[CH:8]=[CH:7][C:6]([S:9][CH2:10][CH2:11][CH2:12][CH2:13][N:14]2[C:18](=[O:19])[C:17]([CH3:21])([CH3:20])[NH:16][C:15]2=[O:22])=[CH:5][CH:4]=1.Cl[CH2:24][CH2:25][CH2:26][CH2:27][S:28][C:29]1[CH:34]=[CH:33][N:32]=[CH:31][CH:30]=1.O>CN(C)C=O>[N:32]1[CH:33]=[CH:34][C:29]([S:28][CH2:27][CH2:26][CH2:25][CH2:24][N:16]2[C:17]([CH3:20])([CH3:21])[C:18](=[O:19])[N:14]([CH2:13][CH2:12][CH2:11][CH2:10][S:9][C:6]3[CH:7]=[CH:8][N:3]=[CH:4][CH:5]=3)[C:15]2=[O:22])=[CH:30][CH:31]=1 |f:0.1|. Reported procedure: To a suspension of 96 mg (2.4 mmol) of 60% sodium hydride (oily) in 15 ml of dimethylformamide, 587 mg (2.0 mmol) of 3-[4-(4-pyridylthio)butyl]-5,5-dimethylhydantoin was added, and the mixture was stirred at room temperature for 10 minutes. To this reaction mixture, 807 mg (4.0 mmol) of 4-(4-chlorobutylthio)pyridine was added with stirring under ice-cooling, and the mixture was stirred at 80° C. for 16 hours. After cooling, water was added to the reaction mixture, and the mixture was extracted w... Reactants: [H-].[Na+] (sodium hydride), BrC=1C(=C(C=CC1)NC(C1=C(C=CC=C1)CCl)=O)C (N-(3-bromo-2-methylphenyl)-2-(chloromethyl)benzamide), O (water). Run in CN(C)C=O (DMF), CN(C)C=O (DMF). Conditions: temperature 0 celsius, time 1.5 hour. Product: BrC=1C(=C(C=CC1)N1C(C2=CC=CC=C2C1)=O)C (2-(3-bromo-2-methylphenyl)isoindolin-1-one). The yield is 95.2%. RXN SMILES: [Br:1][C:2]1[C:3]([CH3:19])=[C:4]([NH:8][C:9](=[O:18])[C:10]2[CH:15]=[CH:14][CH:13]=[CH:12][C:11]=2[CH2:16]Cl)[CH:5]=[CH:6][CH:7]=1.[H-].[Na+].O>CN(C=O)C>[Br:1][C:2]1[C:3]([CH3:19])=[C:4]([N:8]2[CH2:16][C:11]3[C:10](=[CH:15][CH:14]=[CH:13][CH:12]=3)[C:9]2=[O:18])[CH:5]=[CH:6][CH:7]=1 |f:1.2|. Reported procedure: A solution of 3-bromo-2-methylaniline (10 g, 53.7 mmol) in DCM (200 mL) at 0° C. was treated with TEA (14.98 mL, 107 mmol), followed by dropwise addition of 2-(chloromethyl)benzoyl chloride (10.16 g, 53.7 mmol) in DCM (50 mL) over 1 h. The mixture was diluted with DCM (ca. 1 L), washed with NaHCO3 (aq) and water, and concentrated to remove most of the solvent. The precipitate was collected by filtration and washed with DCM (2×10 mL) to provide N-(3-bromo-2-methylphenyl)-2-(chloromethyl)benzamide... The reactants are BrC1=C(C=C(C=O)C=C1OC)OC (4-bromo-3,5-dimethoxybenzaldehyde), C=1(C(=CC=CC1)S(=O)(=O)C[N+]#[C-])C (toluenesulfonylmethyl isocyanide). Solvent: CO (MeOH). Product: BrC1=C(C=C(C=C1OC)C1=CN=CO1)OC (5-(4-bromo-3,5-dimethoxyphenyl)oxazole). The yield is 38.5%. As a reaction SMILES: [Br:1][C:2]1[C:9]([O:10][CH3:11])=[CH:8][C:5]([CH:6]=[O:7])=[CH:4][C:3]=1[O:12][CH3:13].C1(C)C(S([CH2:23][N+:24]#[C-:25])(=O)=O)=CC=CC=1>CO>[Br:1][C:2]1[C:9]([O:10][CH3:11])=[CH:8][C:5]([C:6]2[O:7][CH:25]=[N:24][CH:23]=2)=[CH:4][C:3]=1[O:12][CH3:13]. Reported procedure: A solution of 4-bromo-3,5-dimethoxybenzaldehyde (5.04 g, 20.57 mmole) and toluenesulfonylmethyl isocyanide (4.22 g, 21.6 mmole) in MeOH (50 ml) was heated at reflux for 3 hrs. After evaporation to near dryness, H2O (50 ml) and EtOAc (200 ml) were added with stirring. The organic layer was separated and washed with brine (50 ml), dried over Na2SO4 and concentrated in vacuo. Et2O (50 ml) was added with swirling and the product was collected by filtration, washed with Et2O (2×25 ml) and dried givin...